This data is from the Open Reaction Database (ORD), a public repository of structured organic reaction records. The task is: describe an organic reaction: reactants, conditions, products, and yield The reactants are C1(=CC=C(C=C1)S(=O)(=O)C#N)C (p-toluenesulfonyl cyanide), N(=[N+]=[N-])CC(=O)OCC (ethyl azidoacetate). Solvent: C1=CC=CC=C1 (benzene). Product: C(C)OC(=O)CN1N=NN=C1S(=O)(=O)C1=CC=C(C=C1)C (1-Ethoxycarbonylmethyl-5-p-Toluenesulfonyltetrazole). RXN SMILES: [C:1]1([CH3:12])[CH:6]=[CH:5][C:4]([S:7]([C:10]#[N:11])(=[O:9])=[O:8])=[CH:3][CH:2]=1.[N:13]([CH2:16][C:17]([O:19][CH2:20][CH3:21])=[O:18])=[N+:14]=[N-:15]>C1C=CC=CC=1>[CH2:20]([O:19][C:17]([CH2:16][N:13]1[C:10]([S:7]([C:4]2[CH:3]=[CH:2][C:1]([CH3:12])=[CH:6][CH:5]=2)(=[O:8])=[O:9])=[N:11][N:15]=[N:14]1)=[O:18])[CH3:21]. Procedure: A mixture of 7.24 g. of p-toluenesulfonyl cyanide and 5.16 g. of ethyl azidoacetate (Dictionary of Organic Compounds, Vol. 1, p. 307) in 150 ml. of benzene is heated at reflux for 12 hours. The residue after evaporation is recrystallized from benzene-hexane, m.p. 98°-100° C. Starting materials: O=C([O-])[O-], CSc1ccc(B(O)O)cc1, COCCOC, [Cs+], [Cs+], CC(C)Oc1c(Br)cnn(CC(F)(F)F)c1=O, c1ccc(P(c2ccccc2)(c2ccccc2)[Pd](P(c2ccccc2)(c2ccccc2)c2ccccc2)(P(c2ccccc2)(c2ccccc2)c2ccccc2)P(c2ccccc2)(c2ccccc2)c2ccccc2)cc1. Yields the product CSc1ccc(-c2cnn(CC(F)(F)F)c(=O)c2OC(C)C)cc1. Reaction SMILES: [C:29](=[O:30])([O-:31])[O-:32].[CH3:18][S:19][c:20]1[cH:21][cH:22][c:23]([B:26]([OH:27])[OH:28])[cH:24][cH:25]1.[CH3:35][O:36][CH2:37][CH2:38][O:39][CH3:40].[Cs+:33].[Cs+:34].[F:1][C:2]([CH2:3][n:4]1[n:5][cH:6][c:7]([Br:15])[c:8]([O:11][CH:12]([CH3:13])[CH3:14])[c:9]1=[O:10])([F:16])[F:17].[cH:41]1[cH:42][cH:43][c:44]([P:45]([Pd:46]([P:47]([c:48]2[cH:49][cH:50][cH:51][cH:52][cH:53]2)([c:54]2[cH:55][cH:56][cH:57][cH:58][cH:59]2)[c:60]2[cH:61][cH:62][cH:63][cH:64][cH:65]2)([P:66]([c:67]2[cH:68][cH:69][cH:70][cH:71][cH:72]2)([c:73]2[cH:74][cH:75][cH:76][cH:77][cH:78]2)[c:79]2[cH:80][cH:81][cH:82][cH:83][cH:84]2)[P:85]([c:86]2[cH:87][cH:88][cH:89][cH:90][cH:91]2)([c:92]2[cH:93][cH:94][cH:95][cH:96][cH:97]2)[c:98]2[cH:99][cH:100][cH:101][cH:102][cH:103]2)([c:104]2[cH:105][cH:106][cH:107][cH:108][cH:109]2)[c:110]2[cH:111][cH:112][cH:113][cH:114][cH:115]2)[cH:116][cH:117]1>>[F:1][C:2]([CH2:3][n:4]1[n:5][cH:6][c:7](-[c:23]2[cH:22][cH:21][c:20]([S:19][CH3:18])[cH:25][cH:24]2)[c:8]([O:11][CH:12]([CH3:13])[CH3:14])[c:9]1=[O:10])([F:16])[F:17]. The reactants are C(C=C)OC1=CC=C(C=C1)CS(=O)(=O)CCN1N=NC=C1 (1-[2-(4-allyloxy-phenylmethanesulfonyl)-ethyl]-1H-[1,2,3]triazole), CN1C(=O)N(C(=O)CC1=O)C (1,3-dimethylbarbituric acid). Reagents/catalysts: C=1C=CC(=CC1)[P](C=2C=CC=CC2)(C=3C=CC=CC3)[Pd]([P](C=4C=CC=CC4)(C=5C=CC=CC5)C=6C=CC=CC6)([P](C=7C=CC=CC7)(C=8C=CC=CC8)C=9C=CC=CC9)[P](C=1C=CC=CC1)(C=1C=CC=CC1)C=1C=CC=CC1 (Pd(PPh3)4). The solvent is ClCCl (dichloromethane), ClCCl (dichloromethane), ClCCl (dichloromethane). Conditions: temperature 40 celsius, time 7 hour. Yields the product N1(N=NC=C1)CCS(=O)(=O)CC1=CC=C(C=C1)O (4-(2-[1,2,3]Triazol-1-yl-ethanesulfonylmethyl)-phenol). Isolated yield 69.7%. RXN SMILES: C([O:4][C:5]1[CH:10]=[CH:9][C:8]([CH2:11][S:12]([CH2:15][CH2:16][N:17]2[CH:21]=[CH:20][N:19]=[N:18]2)(=[O:14])=[O:13])=[CH:7][CH:6]=1)C=C.CN1C(=O)CC(=O)N(C)C1=O>ClCCl.C1C=CC([P]([Pd]([P](C2C=CC=CC=2)(C2C=CC=CC=2)C2C=CC=CC=2)([P](C2C=CC=CC=2)(C2C=CC=CC=2)C2C=CC=CC=2)[P](C2C=CC=CC=2)(C2C=CC=CC=2)C2C=CC=CC=2)(C2C=CC=CC=2)C2C=CC=CC=2)=CC=1>[N:17]1([CH2:16][CH2:15][S:12]([CH2:11][C:8]2[CH:7]=[CH:6][C:5]([OH:4])=[CH:10][CH:9]=2)(=[O:14])=[O:13])[CH:21]=[CH:20][N:19]=[N:18]1 |^1:39,41,60,79|. Procedure: A solution of 2.39 g (7.78 mmol) 1-[2-(4-allyloxy-phenylmethanesulfonyl)-ethyl]-1H-[1,2,3]triazole in 50 ml dichloromethane was added to a solution of 3.64 g (23.3 mmol) 1,3-dimethylbarbituric acid and 220 mg (0.19 mmol) Pd(PPh3)4 in 90 ml dichloromethane and stirred for 7 h at 40° C. The reaction mixture was washed with 3×80 ml sat. NaHCO3-solution, 2×30 ml water and the water phase extracted with 2×80 ml dichloromethane. The remaining precipitate was collected, washed with water and ethyl acet... Reactants: CC(C)(C)[O-], CCOC(=O)c1cnc(Cl)nc1NCc1ccc(OC)c(Cl)c1, [K+], C1CCOC1, O, OCc1ccccn1. Product: CCOC(=O)c1cnc(OCc2ccccn2)nc1NCc1ccc(OC)c(Cl)c1. RXN SMILES: [CH3:32][C:33]([CH3:34])([O-:35])[CH3:36].[Cl:1][c:2]1[n:3][cH:4][c:5]([C:19](=[O:20])[O:21][CH2:22][CH3:23])[c:6]([NH:8][CH2:9][c:10]2[cH:11][c:12]([Cl:18])[c:13]([O:16][CH3:17])[cH:14][cH:15]2)[n:7]1.[K+:37].[O:38]1[CH2:39][CH2:40][CH2:41][CH2:42]1.[OH2:43].[OH:24][CH2:25][c:26]1[n:27][cH:28][cH:29][cH:30][cH:31]1>>[c:2]1([O:24][CH2:25][c:26]2[n:27][cH:28][cH:29][cH:30][cH:31]2)[n:3][cH:4][c:5]([C:19](=[O:20])[O:21][CH2:22][CH3:23])[c:6]([NH:8][CH2:9][c:10]2[cH:11][c:12]([Cl:18])[c:13]([O:16][CH3:17])[cH:14][cH:15]2)[n:7]1. Reactants: COCC(=O)Cl, O=C(NC1CCCNC1)c1c[nH]c2c(-c3c(OCC4CC4)ccc4c3OCO4)ncnc12. Product: COCC(=O)N1CCCC(NC(=O)c2c[nH]c3c(-c4c(OCC5CC5)ccc5c4OCO5)ncnc23)C1. RXN SMILES: [CH3:33][O:34][CH2:35][C:36](=[O:37])[Cl:38].[NH:1]1[CH2:2][CH:3]([NH:7][C:8](=[O:9])[c:10]2[cH:11][nH:12][c:13]3[c:14]2[n:15][cH:16][n:17][c:18]3-[c:19]2[c:20]([O:28][CH2:29][CH:30]3[CH2:31][CH2:32]3)[cH:21][cH:22][c:23]3[c:27]2[O:26][CH2:25][O:24]3)[CH2:4][CH2:5][CH2:6]1>>[N:1]1([C:36]([CH2:35][O:34][CH3:33])=[O:37])[CH2:2][CH:3]([NH:7][C:8](=[O:9])[c:10]2[cH:11][nH:12][c:13]3[c:14]2[n:15][cH:16][n:17][c:18]3-[c:19]2[c:20]([O:28][CH2:29][CH:30]3[CH2:31][CH2:32]3)[cH:21][cH:22][c:23]3[c:27]2[O:26][CH2:25][O:24]3)[CH2:4][CH2:5][CH2:6]1. The reactants are NC=1SC=C(C1C(=O)OC)C (2-amino-4-methyl-3-thiophenecarboxylic acid, methyl ester), ClC1=CC=C(C=N1)C(=O)OC (6-chloro-3-pyridinecarboxylic acid, methyl ester). Yields the product CC1=CSC=2N=C3N(C(C21)=O)C=C(C=C3)C(=O)OC (3-Methyl-4-oxo-4H-pyrido[1,2-a]thieno[2,3-d]pyrimidine-7-carboxylic acid, methyl ester). Reaction SMILES: [NH2:1][C:2]1[S:3][CH:4]=[C:5]([CH3:11])[C:6]=1[C:7](OC)=[O:8].Cl[C:13]1[N:18]=[CH:17][C:16]([C:19]([O:21][CH3:22])=[O:20])=[CH:15][CH:14]=1>>[CH3:11][C:5]1[C:6]2[C:7](=[O:8])[N:18]3[CH:17]=[C:16]([C:19]([O:21][CH3:22])=[O:20])[CH:15]=[CH:14][C:13]3=[N:1][C:2]=2[S:3][CH:4]=1. Reported procedure: A mixture of 11.27 g (0.066 mol) of 2-amino-4-methyl-3-thiophenecarboxylic acid, methyl ester (Chemische Berichte, Vol. 98, pages 3571-3577, 1965) and 11.3 g (0.066 mol) of 6-chloro-3-pyridinecarboxylic acid, methyl ester (Alfred Bader Chemical Company) is heated in a wax bath at 173°-190° C. for 220 minutes under nitrogen. The distillate is collected in a Dean-Stark trap attached to the reaction flask. The mixture is cooled, dissolved in hot methanol, cooled and 0.61 g of 3-methyl-4-oxo-4H-pyri... The reactants are CO, [Li+], COC(=O)c1cccc2c(CN(C)C(=O)C=Cc3ccc(N)nc3)cn(C)c12, C1CCOC1, [OH-], O. Yields the product CN(Cc1cn(C)c2c(C(=O)O)cccc12)C(=O)C=Cc1ccc(N)nc1. Reaction SMILES: [CH3:36][OH:37].[Li+:35].[NH2:1][c:2]1[cH:3][cH:4][c:5]([CH:8]=[CH:9][C:10](=[O:11])[N:12]([CH3:13])[CH2:14][c:15]2[cH:16][n:17]([CH3:28])[c:18]3[c:19]([C:24](=[O:25])[O:26][CH3:27])[cH:20][cH:21][cH:22][c:23]23)[cH:6][n:7]1.[O:29]1[CH2:30][CH2:31][CH2:32][CH2:33]1.[OH-:34].[OH2:38]>>[NH2:1][c:2]1[cH:3][cH:4][c:5]([CH:8]=[CH:9][C:10](=[O:11])[N:12]([CH3:13])[CH2:14][c:15]2[cH:16][n:17]([CH3:28])[c:18]3[c:19]([C:24](=[O:25])[OH:26])[cH:20][cH:21][cH:22][c:23]23)[cH:6][n:7]1. The reactants are C(CCCCCCC)C=1C=NC(=NC1)C1=CC=C(C=C1)O (5-octyl-2-(4-hydroxyphenyl)pyrimidine), FC(C(C(C(F)(F)F)(F)F)(F)F)(S(=O)(=O)F)F (perfluorobutanesulfonyl fluoride), C(C)(C)(C)OC (tert-butylmethylether), N12CCCCCC2=NCCC1 (1,8-Diazabicyclo[5.4.0]undec-7-ene). Run in O (water). Run at temperature 16 celsius, time 2 hour. Yields the product FC(C(C(C(S(=O)(=O)OC1=CC=C(C=C1)C1=NC=C(C=N1)CCCCCCCC)(F)F)(F)F)(F)F)(F)F (4-(5-octyl pyrimidine-2-yl)phenyl nonafluorobutane sulfonate). Isolated yield 83.9%. RXN SMILES: [CH2:1]([C:9]1[CH:10]=[N:11][C:12]([C:15]2[CH:20]=[CH:19][C:18]([OH:21])=[CH:17][CH:16]=2)=[N:13][CH:14]=1)[CH2:2][CH2:3][CH2:4][CH2:5][CH2:6][CH2:7][CH3:8].[F:22][C:23]([F:38])([S:34](F)(=[O:36])=[O:35])[C:24]([F:33])([F:32])[C:25]([F:31])([F:30])[C:26]([F:29])([F:28])[F:27].C(OC)(C)(C)C.N12CCCN=C1CCCCC2>O>[F:29][C:26]([F:27])([F:28])[C:25]([F:30])([F:31])[C:24]([F:32])([F:33])[C:23]([F:38])([F:22])[S:34]([O:21][C:18]1[CH:19]=[CH:20][C:15]([C:12]2[N:11]=[CH:10][C:9]([CH2:1][CH2:2][CH2:3][CH2:4][CH2:5][CH2:6][CH2:7][CH3:8])=[CH:14][N:13]=2)=[CH:16][CH:17]=1)(=[O:35])=[O:36]. Procedure: A 12 liter flask fitted with a mechanical stirrer, a constant addition funnel, a thermometer, and a reflux condenser was charged with of 5-octyl-2-(4-hydroxyphenyl)pyrimidine (300 g, 1.05 mol), perfluorobutanesulfonyl fluoride (378 g, 1.25 mol), and tert-butylmethylether (3 L) under positive nitrogen pressure and was cooled with an ice bath to 16° C. 1,8-Diazabicyclo[5.4.0]undec-7-ene (180 g, 1.18 mol) was added to the resulting mixture over 25 minutes, while maintaining the temperature of the m...